Dataset: the Open Reaction Database (ORD), a public repository of structured organic reaction records. Task: describe an organic reaction: reactants, conditions, products, and yield Reaction conditions: time 8 hour. RXN SMILES: CS[C:3]1[N:8]2[CH:9]=[CH:10][N:11]=[C:7]2[CH:6]=[N:5][N:4]=1.[CH2:12]([NH2:18])[C:13]1[O:17][CH:16]=[CH:15][CH:14]=1>>[CH2:12]([NH:18][C:3]1[N:8]2[CH:9]=[CH:10][N:11]=[C:7]2[CH:6]=[N:5][N:4]=1)[C:13]1[O:17][CH:16]=[CH:15][CH:14]=1. Reported procedure: A 5.0 gm. portion of 5-(methylthio)-imidazo[1,2-d]-as-triazine is combined with 45 ml. of furfurylamine and refluxed for 2 hours. The mixture is allowed to stand at room temperature overnight. The gummy solid is collected and crystallized from 60 ml. of hot methanol, giving 2.75 gm. of the desired product as crystals, m.p. 212°-214° C. The reactants are CSC1=NN=CC=2N1C=CN2 (5-(methylthio)-imidazo[1,2-d]-as-triazine), C(C1=CC=CO1)N (furfurylamine). Product: C(C1=CC=CO1)NC1=NN=CC=2N1C=CN2 (5-(Furfurylamino)-imidazo[1,2-d]-as-triazine).